Task: describe an organic reaction: reactants, conditions, products, and yield. Dataset: the Open Reaction Database (ORD), a public repository of structured organic reaction records The reactants are Cl.C1(CC1)COC1=C(C=C(C=C1)OC)C1=C2C(=NC=C1)C(=C(N2)C)C(=O)N[C@@H]2CNC[C@H]2O (7-[2-(cyclopropylmethoxy)-5-methoxyphenyl]-N-[(3R*,4R*)-4-hydroxypyrrolidin-3-yl]-2-methyl-1H-pyrrolo[3,2-b]pyridine-3-carboxamide hydrochloride), C(CC)(=O)Cl (propionyl chloride). The product is C1(CC1)COC1=C(C=C(C=C1)OC)C1=C2C(=NC=C1)C(=C(N2)C)C(=O)N[C@@H]2CN(C[C@H]2O)C(CC)=O (7-[2-(Cyclopropylmethoxy)-5-methoxyphenyl]-N-[(3R*,4R*)-4-hydroxy-1-propanoylpyrrolidin-3-yl]-2-methyl-1H-pyrrolo[3,2-b]pyridine-3-carboxamide). As a reaction SMILES: Cl.[CH:2]1([CH2:5][O:6][C:7]2[CH:12]=[CH:11][C:10]([O:13][CH3:14])=[CH:9][C:8]=2[C:15]2[CH:20]=[CH:19][N:18]=[C:17]3[C:21]([C:25]([NH:27][C@H:28]4[C@H:32]([OH:33])[CH2:31][NH:30][CH2:29]4)=[O:26])=[C:22]([CH3:24])[NH:23][C:16]=23)[CH2:4][CH2:3]1.[C:34](Cl)(=[O:37])[CH2:35][CH3:36]>>[CH:2]1([CH2:5][O:6][C:7]2[CH:12]=[CH:11][C:10]([O:13][CH3:14])=[CH:9][C:8]=2[C:15]2[CH:20]=[CH:19][N:18]=[C:17]3[C:21]([C:25]([NH:27][C@H:28]4[C@H:32]([OH:33])[CH2:31][N:30]([C:34](=[O:37])[CH2:35][CH3:36])[CH2:29]4)=[O:26])=[C:22]([CH3:24])[NH:23][C:16]=23)[CH2:4][CH2:3]1 |f:0.1|. Procedure details: Starting from 7-[2-(cyclopropylmethoxy)-5-methoxyphenyl]-N-[(3R*,4R*)-4-hydroxypyrrolidin-3-yl]-2-methyl-1H-pyrrolo[3,2-b]pyridine-3-carboxamide hydrochloride (example D.f17) and commercially available propionyl chloride the title compound is obtained as colorless solid.